From a dataset of the Open Reaction Database (ORD), a public repository of structured organic reaction records. describe an organic reaction: reactants, conditions, products, and yield The reactants are C(CCCC=C)O (5-hexen-1-ol), O1CCCC=C1 (dihydropyran), C1(=CC=C(C=C1)S(=O)(=O)Cl)C (p-toluenesulfonyl chloride). Solvent: CCOCC (ether), O1CCCC1 (tetrahydrofuran). Run at time 18 hour. Yields the product O1C(CCCC1)OCCCCC=C (6-(2-tetrahydropyranyloxy)hex-1-ene). As a reaction SMILES: [CH2:1]([OH:7])[CH2:2][CH2:3][CH2:4][CH:5]=[CH2:6].[O:8]1[CH:13]=[CH:12][CH2:11][CH2:10][CH2:9]1.C1(C)C=CC(S(Cl)(=O)=O)=CC=1>O1CCCC1.CCOCC>[O:8]1[CH2:13][CH2:12][CH2:11][CH2:10][CH:9]1[O:7][CH2:1][CH2:2][CH2:3][CH2:4][CH:5]=[CH2:6]. Procedure details: To a solution of 8.5 g 5-hexen-1-ol in 100 ml tetrahydrofuran is added 14 ml dihydropyran followed by 0.5 g p-toluenesulfonyl chloride. The mixture is stirred at room temperature for 18 h and then diluted with ether. The mixture is then washed with saturated aqueous sodium bicarbonate, dried, filtered and evaporated. The resulting oil is chromatographed over silica gel using hexane/ether (18:1) as eluent to give 6-(2-tetrahydropyranyloxy)hex-1-ene; NMR (CDCl3): delta 5.85 (m,1H), 4.6 (brs,1H). Reactants: CCCN1CCCC2Cc3nc(N)nc(Cl)c3CC21, O=P(Cl)(Cl)Cl. The product is Cl, CCCN1CCCC2Cc3nc(N)nc(Cl)c3CC21. RXN SMILES: [NH2:6][c:7]1[n:8][c:9]([Cl:24])[c:10]2[c:11]([n:23]1)[CH2:12][CH:13]1[CH2:14][CH2:15][CH2:16][N:17]([CH2:20][CH2:21][CH3:22])[CH:18]1[CH2:19]2.[P:1]([Cl:2])([Cl:3])([Cl:4])=[O:5]>>[ClH:3].[NH2:6][c:7]1[n:8][c:9]([Cl:24])[c:10]2[c:11]([n:23]1)[CH2:12][CH:13]1[CH2:14][CH2:15][CH2:16][N:17]([CH2:20][CH2:21][CH3:22])[CH:18]1[CH2:19]2. The reactants are CC(=CC=O)C (3,3-dimethylacrolein), C(C)(=O)C1=CC=CC=C1 (acetophenone). Reagents/catalysts: [O-2].[Zn+2] (zinc oxide). Yields the product CC(C)=CC=CC(=O)C1=CC=CC=C1 (2-methyl-6-phenyl-2,4-hexadien-6-one). Yield: 87.0%. RXN SMILES: [CH3:1][C:2]([CH3:6])=[CH:3][CH:4]=O.[C:7]([C:10]1[CH:15]=[CH:14][CH:13]=[CH:12][CH:11]=1)(=[O:9])[CH3:8]>[O-2].[Zn+2]>[CH3:1][C:2](=[CH:3][CH:4]=[CH:8][C:7]([C:10]1[CH:15]=[CH:14][CH:13]=[CH:12][CH:11]=1)=[O:9])[CH3:6] |f:2.3|. Procedure details: 50 Parts of 3,3-dimethylacrolein and 100 parts of acetophenone together with 10 parts of zinc oxide are kept for 3 hours at a temperature of 180° C under a pressure of 50 atmospheres. The reaction mixture is subjected to fractional distillation. 75.3 parts of 2-methyl-6-phenyl-2,4-hexadien-6-one (87% of theory based on 3,3-dimethylacrolein) is obtained at a conversion of 78% of theory. Boiling point: 107° to 110° C at 10116 4 mm.